This data is from the Open Reaction Database (ORD), a public repository of structured organic reaction records. The task is: describe an organic reaction: reactants, conditions, products, and yield Reactants: BrC(Br)(Br)Br, COc1ccncc1C=O, ClCCl, c1ccc(P(c2ccccc2)c2ccccc2)cc1. The product is COc1ccncc1C=C(Br)Br. RXN SMILES: [C:20]([Br:21])([Br:22])([Br:23])[Br:24].[CH3:25][O:26][c:27]1[c:28]([CH:33]=[O:34])[cH:29][n:30][cH:31][cH:32]1.[Cl:35][CH2:36][Cl:37].[c:1]1([P:2]([c:3]2[cH:4][cH:5][cH:6][cH:7][cH:8]2)[c:9]2[cH:10][cH:11][cH:12][cH:13][cH:14]2)[cH:15][cH:16][cH:17][cH:18][cH:19]1>>[C:20]([Br:21])([Br:24])=[CH:33][c:28]1[c:27]([O:26][CH3:25])[cH:32][cH:31][n:30][cH:29]1. Reactants: C=CC1CCC2C(C1)O2 (4-vinyl-1-cyclohexene 1,2-epoxide), CC1(CCCC(N1[O])(C)C)C (TEMPO), C1(CCC(=O)O1)=O (succinic anhydride), C1(O)=CC=C(O)C=C1 (hydroquinone), C(C=C)(=O)O (acrylic acid), monohydride, Pt. The reagents and catalysts are CC([O-])C.[Ti+4].CC([O-])C.CC([O-])C.CC([O-])C (Titanium isopropoxide). The solvent is ClCCl (dichloromethane), C1(=CC=CC=C1)C (Toluene), C(C)N(CC)CC (triethylamine), C=1(C(=CC=CC1)C)C (xylene). Reaction conditions: temperature 72.5 celsius. The product is C(C=C)(=O)OC1C(CCC(C1)CC)OC(CCC(=O)O)=O (4-((2-(acryloyloxy)-4-ethylcyclohexyl)oxy)-4-oxobutanoic acid). RXN SMILES: [CH2:1]=[CH:2][CH:3]1[CH2:8][CH:7]2[O:9][CH:6]2[CH2:5][CH2:4]1.CC1(C)N([O])C(C)(C)CCC1.[C:21]([OH:25])(=[O:24])[CH:22]=[CH2:23].[C:26]1(=[O:32])[O:31][C:29](=[O:30])[CH2:28][CH2:27]1.C1(C=CC(O)=CC=1)O>C1(C)C(C)=CC=CC=1.ClCCl.CC(C)[O-].[Ti+4].CC(C)[O-].CC(C)[O-].CC(C)[O-].C(N(CC)CC)C.C1(C)C=CC=CC=1>[C:21]([O:25][CH:7]1[CH2:8][CH:3]([CH2:2][CH3:1])[CH2:4][CH2:5][CH:6]1[O:9][C:26](=[O:32])[CH2:27][CH2:28][C:29]([OH:31])=[O:30])(=[O:24])[CH:22]=[CH2:23] |f:7.8.9.10.11,^1:13|. Procedure details: A round-bottom flask equipped with a stirring bar, a reflux condenser and a dropping funnel was charged with 1.6 g of 4-vinyl-1-cyclohexene 1,2-epoxide, and was heated to 70-75° C. At this point catalytic amount of platinum(0)-1,3-divinyl-1,1,3,3-tetramethyldisiloxane complex solution in xylene, (Pt around 2%) was added and the reaction mixture was further heated to 90° C. To this reaction mixture, 10 g of monohydride functionalized polydimethylsiloxane, was added drop-wise. After completion of ... The reactants are CC1=C(CBr)C=CC=C1 (2-methylbenyl bromide), C([O-])([O-])=O.[Cs+].[Cs+] (cesium carbonate), CN(C)C=O (DMF), C(C)OC(C(CC#CC)C1=CC=C(C=C1)OCC1=CC=C(C=C1)OC)=O ((+/−)-[4-(4-Methoxy-benzyloxy)-phenyl]-hex-4-ynoic acid ethyl ester). The solvent is C(C)(=O)O (acetic acid). Conditions: temperature 80 celsius. The product is C(C)OC(C(CC#CC)C1=CC=C(C=C1)OCC1=C(C=CC=C1)C)=O ((+/−)-[4-(2-Methyl-benzyloxy)-phenyl]-hex-4-ynoic acid ethyl ester). RXN SMILES: [CH2:1]([O:3][C:4](=[O:26])[CH:5]([C:10]1[CH:15]=[CH:14][C:13]([O:16][CH2:17][C:18]2[CH:23]=[CH:22][C:21](OC)=[CH:20][CH:19]=2)=[CH:12][CH:11]=1)[CH2:6][C:7]#[C:8][CH3:9])[CH3:2].[CH3:27]C1C=CC=CC=1CBr.C(=O)([O-])[O-].[Cs+].[Cs+].CN(C=O)C>C(O)(=O)C>[CH2:1]([O:3][C:4](=[O:26])[CH:5]([C:10]1[CH:15]=[CH:14][C:13]([O:16][CH2:17][C:18]2[CH:23]=[CH:22][CH:21]=[CH:20][C:19]=2[CH3:27])=[CH:12][CH:11]=1)[CH2:6][C:7]#[C:8][CH3:9])[CH3:2] |f:2.3.4|. Procedure details: Ester 15.1 (3.19 g, 9 mmol) was taken up in glacial acetic acid (100 mL) in a 250 mL RB Flask, and the suspension was heated to reflux for 16 h. The solvent was removed under reduced pressure, and the residue was re-dissolved in ethyl acetate (200 mL). The solution was washed with 1 N HCl(aq) (200 mL) and saturated brine (200 mL), dried over MgSO4 and concentrated to a thick yellow oil, to which was added 2-methylbenyl bromide (2.57 g, 13.9 mmol), cesium carbonate (6.03 g, 18.5 mmol) and DMF (20... Reactants: CCBr, CCN1C(=O)C(C)(C)N=C(c2ccccc2F)c2cc([N+](=O)[O-])cc(Cl)c21. Yields the product CC1(C)N=C(c2ccccc2F)c2cc([N+](=O)[O-])cc(Cl)c2NC1=O. Reaction SMILES: [CH2:1]([Br:2])[CH3:3].[Cl:4][c:5]1[cH:6][c:7]([N+:28](=[O:29])[O-:30])[cH:8][c:9]2[c:15]1[N:14]([CH2:16][CH3:17])[C:13](=[O:18])[C:12]([CH3:19])([CH3:20])[N:11]=[C:10]2[c:21]1[c:22]([F:27])[cH:23][cH:24][cH:25][cH:26]1>>[Cl:4][c:5]1[cH:6][c:7]([N+:28](=[O:29])[O-:30])[cH:8][c:9]2[c:15]1[NH:14][C:13](=[O:18])[C:12]([CH3:19])([CH3:20])[N:11]=[C:10]2[c:21]1[c:22]([F:27])[cH:23][cH:24][cH:25][cH:26]1. Reactants: C([O-])([O-])=O.[Na+].[Na+] (sodium carbonate), CN(C1=CC=C(C(C2=CC=C(C=C2)N(C)C)C2=C(C(=O)O)C=C(C=C2)N(C)C)C=C1)C (2-[4,4'-bis-(dimethylamino)-benzhydryl]-5-dimethylaminobenzoic acid), OC1=C(C2=CC=CC=C2C=C1)N=NC1=C(C=CC(=C1)S(=O)(=O)O)O (1-[(2-hydroxynaphthyl)azo]-2-hydroxybenzene-5-sulfonic acid), O=O (oxygen). Run at temperature 90 celsius. Yields the product 40.7, CN(C1=CC=C(C=C1)C1(OC(=O)C2=CC(=CC=C12)N(C)C)C1=CC=C(C=C1)N(C)C)C (3,3-bis-(4-dimethylaminophenyl)-6-dimethylaminophthalide). As a reaction SMILES: C(=O)([O-])[O-].[Na+].[Na+].[CH3:7][N:8]([CH3:37])[C:9]1[CH:36]=[CH:35][C:12]([CH:13]([C:23]2[CH:31]=[CH:30][C:29]([N:32]([CH3:34])[CH3:33])=[CH:28][C:24]=2[C:25]([OH:27])=[O:26])[C:14]2[CH:19]=[CH:18][C:17]([N:20]([CH3:22])[CH3:21])=[CH:16][CH:15]=2)=[CH:11][CH:10]=1.OC1C=CC2C(=CC=CC=2)C=1N=NC1C=C(S(O)(=O)=O)C=CC=1O.O=O>>[CH3:22][N:20]([CH3:21])[C:17]1[CH:16]=[CH:15][C:14]([C:13]2([C:12]3[CH:11]=[CH:10][C:9]([N:8]([CH3:7])[CH3:37])=[CH:36][CH:35]=3)[C:23]3[C:24](=[CH:28][C:29]([N:32]([CH3:34])[CH3:33])=[CH:30][CH:31]=3)[C:25](=[O:27])[O:26]2)=[CH:19][CH:18]=1 |f:0.1.2|. Procedure details: In accordance with the process of Example 1, the aqueous solution containing sodium carbonate and 2-[4,4'-bis-(dimethylamino)-benzhydryl]-5-dimethylaminobenzoic acid and cobalt complex of 1-[(2-hydroxynaphthyl)azo]-2-hydroxybenzene-5-sulfonic acid, was heated at 90° C. and 1.6 wt. parts of oxygen was fed into it under the atmospheric pressure during 5 hours, and the precipitate was separated by a filtration and washed with a dilute aqueous solution of sodium hydroxide and with water to obtain 40... Reactants: β-glucan, OC1=CC=C(C(=O)NN)C=C1 (p-hydroxybenzoic acid hydrazide), solution, solution, [N+](=O)([O-])[O-].[Bi+3].[N+](=O)([O-])[O-].[N+](=O)([O-])[O-] (bismuth nitrate), C(=O)([O-])C(O)C(O)C(=O)[O-].[Na+].[K+] (potassium sodium tartrate). Run in [OH-].[Na+] (NaOH), NCC(=O)O (glycine). Run at temperature 0 celsius, time 30 minute. Yields the product O=C[C@H](O)[C@@H](O)[C@H](O)[C@H](O)CO (glucose). RXN SMILES: OC1C=C[C:5]([C:6](NN)=[O:7])=CC=1.[N+]([O-])([O-])=O.[Bi+3].[N+]([O-])([O-])=O.[N+]([O-])([O-])=[O:22].[C:25]([CH:28]([CH:30]([C:32]([O-:34])=O)[OH:31])[OH:29])([O-:27])=O.[Na+].[K+]>NCC(O)=O.[OH-].[Na+]>[O:22]=[CH:5][C@@H:6]([C@H:32]([C@@H:30]([C@@H:28]([CH2:25][OH:27])[OH:29])[OH:31])[OH:34])[OH:7] |f:1.2.3.4,5.6.7,9.10|. Procedure: β-Glucanase is preferably incorporated in compositions according to the invention in such quantities that they have glucanolytic activities of 0.05 U/g to 1 U/g and more particularly in the range from 0.06 U/g to 0.25 U/g. The determination of the glucanolytic activity is based on modifications of the process described by M. Lever in Anal. Biochem. 47 (1972), 273-279 and Anal Biochem. 81 (1977), 21-27. A 0.5% by weight solution of β-glucan (Sigma No. G6513) in 50 mM glycine buffer (pH 9.0) is us... Starting materials: Cl (HCl), O1CCOCC1 (1,4-dioxane), N1=CC(=CC=C1)OCC1N(CCN(C1)C(=O)OC(C)(C)C)C(=O)OC1CCNCC1 (4-tert-butyl 1-piperidin-4-yl 2-((pyridin-3-yloxy)methyl)piperazine-1,4-dicarboxylate). The solvent is CO (MeOH). Conditions: time 16 hour. The product is Cl.Cl.Cl.N1=CC(=CC=C1)OCC1N(CCNC1)C(=O)OC1CCNCC1 (piperidin-4-yl 2-((pyridin-3-yloxy)methyl)piperazine-1-carboxylate trihydrochloride). Isolated yield 99.0%. Reaction SMILES: [ClH:1].O1CCOCC1.[N:8]1[CH:13]=[CH:12][CH:11]=[C:10]([O:14][CH2:15][CH:16]2[CH2:21][N:20](C(OC(C)(C)C)=O)[CH2:19][CH2:18][N:17]2[C:29]([O:31][CH:32]2[CH2:37][CH2:36][NH:35][CH2:34][CH2:33]2)=[O:30])[CH:9]=1>CO>[ClH:1].[ClH:1].[ClH:1].[N:8]1[CH:13]=[CH:12][CH:11]=[C:10]([O:14][CH2:15][CH:16]2[CH2:21][NH:20][CH2:19][CH2:18][N:17]2[C:29]([O:31][CH:32]2[CH2:37][CH2:36][NH:35][CH2:34][CH2:33]2)=[O:30])[CH:9]=1 |f:4.5.6.7|. Procedure details: 4 M HCl in 1,4-dioxane (6 mL, 24 mmol) was added to a solution of 4-tert-butyl 1-piperidin-4-yl 2-((pyridin-3-yloxy)methyl)piperazine-1,4-dicarboxylate (101.5 mg, 0.241 mmol) in MeOH (1 mL). After 16 h, the reaction mixture was concentrated under reduced pressure, yielding 103.3 mg (99%) of the desired product. LC-MS: RT=1.26 min, [M+H]+=321.2. The reactants are COC1=C(C(=O)O)C=CC(=C1)OC (2,4-dimethoxy benzoic acid), ice, ClS(=O)(=O)O (chlorosulphonic acid). Conditions: temperature 10 celsius, time 8 hour. Yields the product COC1=C(C(=O)O)C=C(C(=C1)OC)S(=O)(=O)Cl (2,4-dimethoxy-5-chlorosulphonyl benzoic acid). Reaction SMILES: [CH3:1][O:2][C:3]1[CH:11]=[C:10]([O:12][CH3:13])[CH:9]=[CH:8][C:4]=1[C:5]([OH:7])=[O:6].[Cl:14][S:15](O)(=[O:17])=[O:16]>>[CH3:1][O:2][C:3]1[CH:11]=[C:10]([O:12][CH3:13])[C:9]([S:15]([Cl:14])(=[O:17])=[O:16])=[CH:8][C:4]=1[C:5]([OH:7])=[O:6]. Reported procedure: 1,800 ml of chlorosulphonic acid is placed in a 4 liter flask fitted with an agitator and a thermometer, and is cooled to 10° C. 328 g of finely powdered 2,4-dimethoxy benzoic acid is added in stages in the course of 45 minutes, between 10° and 15° C. The acid dissolves gradually as it is introduced. When all the acid has been added the solution is gradually heated to 55° C. and that temperature is maintained for 5 hours. The solution is left to stand overnight, then poured little by little into... The reactants are ClC1=NC2=C(C=CC(=C2C=C1CC)OC)OC (2-chloro-3-ethyl-5,8-dimethoxyquinoline), C(C)(=O)O (acetic acid). The solvent is O (water). Yields the product C(C)C=1C(NC2=C(C=CC(=C2C1)OC)OC)=O (3-ethyl-5,8-dimethoxy-1H-quinolin-2-one). Yield: 100.0%. Reaction SMILES: Cl[C:2]1[C:11]([CH2:12][CH3:13])=[CH:10][C:9]2[C:4](=[C:5]([O:16][CH3:17])[CH:6]=[CH:7][C:8]=2[O:14][CH3:15])[N:3]=1.C(O)(=[O:20])C>O>[CH2:12]([C:11]1[C:2](=[O:20])[NH:3][C:4]2[C:9]([CH:10]=1)=[C:8]([O:14][CH3:15])[CH:7]=[CH:6][C:5]=2[O:16][CH3:17])[CH3:13]. Procedure: A solution of 200 mg (0.92 mmol) of 2-chloro-3-ethyl-5,8-dimethoxyquinoline in acetic acid (3 ml) and water (1 ml) was refluxed for 5 h. After evaporation of the solvent, the residue was dissolved in water, basified with 25% aqueous ammonium hydroxide and extracted with chloroform (3×25 ml). The combined chloroform layers were dried over sodium sulphate and evaporated, yielding 185 mg (100%) of 3-ethyl-5,8-dimethoxy-1H-quinolin-2-one.